describe an organic reaction: reactants, conditions, products, and yield From a dataset of the Open Reaction Database (ORD), a public repository of structured organic reaction records. Starting materials: 2,2'-dithienyliodonium chloride, CC(C)([O-])C.[K+] (Potassium tert-butoxide), CC1C(C2=CC(=C(C(=C2C1=O)Cl)Cl)OC)=O (2-methyl-4,5-dichloro-6-methoxyindan-1,3-dione), C1=CC=CC=C1 (benzene), O (water). The solvent is C(C)(C)(C)O (tert-butanol), C(C)(C)(C)O (tert-butanol). Reaction conditions: temperature 25 celsius, time 2 hour. Yields the product ClC1=C2C(CC(C2=CC(=C1Cl)OC)=O)=O (4,5-dichloro-6-methoxyindan-1,3-dione). As a reaction SMILES: CC(C)([O-])C.[K+].C[CH:8]1[C:16](=[O:17])[C:15]2[C:10](=[CH:11][C:12]([O:20][CH3:21])=[C:13]([Cl:19])[C:14]=2[Cl:18])[C:9]1=[O:22].C1C=CC=CC=1.O>C(O)(C)(C)C>[Cl:18][C:14]1[C:13]([Cl:19])=[C:12]([O:20][CH3:21])[CH:11]=[C:10]2[C:15]=1[C:16](=[O:17])[CH2:8][C:9]2=[O:22] |f:0.1|. Reported procedure: Potassium tert-butoxide (5.06 g., 0.045 mole) dissolved in tert-butanol (100 ml.) is added to a refluxing solution of 2-methyl-4,5-dichloro-6-methoxyindan-1,3-dione (7.8 g., 0.03 mole), prepared by the method described in Example 10, Step A, in tert-butanol (150 ml.)-benzene (150 ml.). The mixture is cooled slightly and solid 2,2'-dithienyliodonium chloride (16.5 g., 0.05 mole) is added in one portion. Heating at reflux is continued for 2 hrs. The reaction mixture is cooled to 25°C., 100 ml. of ...